From a dataset of the Open Reaction Database (ORD), a public repository of structured organic reaction records. describe an organic reaction: reactants, conditions, products, and yield Reactants: C(C)(C)(C)OC(=O)N1[C@@H](C[C@H](C1)F)C(NCC1=C(C(=CC(=C1)C(=O)O)Cl)F)=O ((2S,4R)-2-(5-carboxy-3-chloro-2-fluoro-benzylcarbamoyl)-4-fluoro-pyrrolidine-1-carboxylic acid tert-butyl ester), C(=O)(C(F)(F)F)O (TFA). Solvent: C(Cl)Cl (CH2Cl2). Reaction conditions: time 1 hour. Yields the product ClC=1C=C(C(=O)O)C=C(C1F)CNC(=O)[C@H]1NC[C@@H](C1)F (3-Chloro-4-fluoro-5-{[((2S,4R)-4-fluoro-pyrrolidine-2-carbonyl)-amino]-methyl}-benzoic acid). As a reaction SMILES: C(OC([N:8]1[CH2:12][C@H:11]([F:13])[CH2:10][C@H:9]1[C:14](=[O:28])[NH:15][CH2:16][C:17]1[CH:22]=[C:21]([C:23]([OH:25])=[O:24])[CH:20]=[C:19]([Cl:26])[C:18]=1[F:27])=O)(C)(C)C.C(O)(C(F)(F)F)=O>C(Cl)Cl>[Cl:26][C:19]1[CH:20]=[C:21]([CH:22]=[C:17]([CH2:16][NH:15][C:14]([C@@H:9]2[CH2:10][C@@H:11]([F:13])[CH2:12][NH:8]2)=[O:28])[C:18]=1[F:27])[C:23]([OH:25])=[O:24]. Procedure: To a mixture of (2S,4R)-2-(5-carboxy-3-chloro-2-fluoro-benzylcarbamoyl)-4-fluoro-pyrrolidine-1-carboxylic acid tert-butyl ester (146 mg, 0.3 mmol) in CH2Cl2 (4 mL) was added TFA (1 mL). The reaction mixture was stirred for 1 h at ambient temperature and the solvent was removed in vacuo to give the title compound which was used without further purification. tR (HPLC conditions c): 3.11 min. Product: O1C(COC2=C1C=CC=C2)C(CNC2CCN(CC2)CC(=O)NC2=C(C=CC=C2C)C)O (4-{[2-(1,4-benzodioxan-2-yl)-2-hydroxyethyl]amino}-1-[(2,6-dimethylphenyl)aminocarbonylmethyl]piperidine). The solvent is S(O)(O)(=O)=O (sulfuric acid). Reported procedure: 4-{[2-(1,4-benzodioxan-2-yl)-2-hydroxyethyl]amino}-1-[(2,6-dimethylphenyl)aminocarbonylmethyl]piperidine acetate (1.0 g) is dissolved in 50 ml 50% aqueous sulfuric acid, and the solution evaporated to dryness. The product is suspended in ethanol and filtered, air dried and recrystallized from methanol/acetone to yield 4-{[2-(1,4-benzodioxan-2-yl)-2-hydroxyethyl]amino}-1-[(2,6-dimethylphenyl)aminocarbonylmethyl]piperidine.2HSO4. Reaction SMILES: C(O)(=O)C.[O:5]1[C:10]2[CH:11]=[CH:12][CH:13]=[CH:14][C:9]=2[O:8][CH2:7][CH:6]1[CH:15]([OH:36])[CH2:16][NH:17][CH:18]1[CH2:23][CH2:22][N:21]([CH2:24][C:25]([NH:27][C:28]2[C:33]([CH3:34])=[CH:32][CH:31]=[CH:30][C:29]=2[CH3:35])=[O:26])[CH2:20][CH2:19]1>S(=O)(=O)(O)O>[O:5]1[C:10]2[CH:11]=[CH:12][CH:13]=[CH:14][C:9]=2[O:8][CH2:7][CH:6]1[CH:15]([OH:36])[CH2:16][NH:17][CH:18]1[CH2:23][CH2:22][N:21]([CH2:24][C:25]([NH:27][C:28]2[C:29]([CH3:35])=[CH:30][CH:31]=[CH:32][C:33]=2[CH3:34])=[O:26])[CH2:20][CH2:19]1 |f:0.1|. Reactants: C(C)(=O)O.O1C(COC2=C1C=CC=C2)C(CNC2CCN(CC2)CC(=O)NC2=C(C=CC=C2C)C)O (4-{[2-(1,4-benzodioxan-2-yl)-2-hydroxyethyl]amino}-1-[(2,6-dimethylphenyl)aminocarbonylmethyl]piperidine acetate). The reactants are COCOCC1C(C(=O)N(Cc2cccc(Cl)c2Cl)C2CC2)=C(c2ccc(OCCOc3c(Cl)cccc3Cl)cc2)CCN1C(=O)OC(C)(C)C, ClCCl, O=C(O)C(F)(F)F. Yields the product COCOCC1NCCC(c2ccc(OCCOc3c(Cl)cccc3Cl)cc2)=C1C(=O)N(Cc1cccc(Cl)c1Cl)C1CC1. RXN SMILES: [CH:1]1([N:4]([C:5](=[O:6])[C:7]2=[C:12]([c:13]3[cH:14][cH:15][c:16]([O:19][CH2:20][CH2:21][O:22][c:23]4[c:24]([Cl:30])[cH:25][cH:26][cH:27][c:28]4[Cl:29])[cH:17][cH:18]3)[CH2:11][CH2:10][N:9]([C:31]([O:32][C:33]([CH3:34])([CH3:35])[CH3:36])=[O:37])[CH:8]2[CH2:38][O:39][CH2:40][O:41][CH3:42])[CH2:43][c:44]2[c:45]([Cl:51])[c:46]([Cl:50])[cH:47][cH:48][cH:49]2)[CH2:2][CH2:3]1.[Cl:59][CH2:60][Cl:61].[OH:52][C:53]([C:54]([F:55])([F:56])[F:57])=[O:58]>>[CH:1]1([N:4]([C:5](=[O:6])[C:7]2=[C:12]([c:13]3[cH:14][cH:15][c:16]([O:19][CH2:20][CH2:21][O:22][c:23]4[c:24]([Cl:30])[cH:25][cH:26][cH:27][c:28]4[Cl:29])[cH:17][cH:18]3)[CH2:11][CH2:10][NH:9][CH:8]2[CH2:38][O:39][CH2:40][O:41][CH3:42])[CH2:43][c:44]2[c:45]([Cl:51])[c:46]([Cl:50])[cH:47][cH:48][cH:49]2)[CH2:2][CH2:3]1. Reactants: O[C@@H](C(=O)OCC)C ((R)-ethyl 2-hydroxypropanoate), TEA, CS(=O)(=O)Cl (MsCl). Run in C1CCOC1 (THF). Reaction conditions: temperature 12.5 celsius. Product: CS(=O)(=O)O[C@@H](C(=O)OCC)C ((R)-ethyl 2-(methylsulfonyloxy)propanoate). Yield: 60.2%. RXN SMILES: [OH:1][C@H:2]([CH3:8])[C:3]([O:5][CH2:6][CH3:7])=[O:4].[CH3:9][S:10](Cl)(=[O:12])=[O:11]>C1COCC1>[CH3:9][S:10]([O:1][C@H:2]([CH3:8])[C:3]([O:5][CH2:6][CH3:7])=[O:4])(=[O:12])=[O:11]. Procedure details: (R)-ethyl 2-hydroxypropanoate (15 g, 0.127 mol) and TEA (15.4 g, 0.15 mol) were added to THF and then cooled to 10-15° C. Then MsCl (15 g, 0.13 mol) was added to the solution dropwise with cooling while maintaining the temperature in the range of 10-15° C. at about 2 hours. The mixture was allowed to warm to about 20° C. and the solid was filtered off. The solution was washed with water and dried, concentrated to afford (R)-ethyl 2-(methylsulfonyloxy)propanoate (15 g, 60%). 1H NMR (400 MHz, CDCl...